This data is from the Open Reaction Database (ORD), a public repository of structured organic reaction records. The task is: describe an organic reaction: reactants, conditions, products, and yield The reactants are C1=NC=CC2=CC(=CC=C12)C=1C=NN(C1)C[C@H](CC1=CC=C(C=C1)C(F)(F)F)NC(OC(C)(C)C)=O (tert-butyl(S)-3-(4-(isoquinolin-6-yl)-1H-pyrazol-1-yl)-1-(4-(trifluoromethyl)phenyl)propan-2-ylcarbamate), C(=O)(C(F)(F)F)O (TFA). Solvent: C(Cl)Cl (DCM). Reaction conditions: time 2 hour. Yields the product C1=NC=CC2=CC(=CC=C12)C=1C=NN(C1)C[C@H](CC1=CC=C(C=C1)C(F)(F)F)N ((2S)-1-(4-(Isoquinolin-6-yl)-1H-pyrazol-1-yl)-3-(4-(trifluoromethyl)phenyl)-propan-2-amine). Isolated yield 57.5%. As a reaction SMILES: [CH:1]1[C:10]2[C:5](=[CH:6][C:7]([C:11]3[CH:12]=[N:13][N:14]([CH2:16][C@@H:17]([NH:29]C(=O)OC(C)(C)C)[CH2:18][C:19]4[CH:24]=[CH:23][C:22]([C:25]([F:28])([F:27])[F:26])=[CH:21][CH:20]=4)[CH:15]=3)=[CH:8][CH:9]=2)[CH:4]=[CH:3][N:2]=1.C(O)(C(F)(F)F)=O>C(Cl)Cl>[CH:1]1[C:10]2[C:5](=[CH:6][C:7]([C:11]3[CH:12]=[N:13][N:14]([CH2:16][C@@H:17]([NH2:29])[CH2:18][C:19]4[CH:20]=[CH:21][C:22]([C:25]([F:27])([F:26])[F:28])=[CH:23][CH:24]=4)[CH:15]=3)=[CH:8][CH:9]=2)[CH:4]=[CH:3][N:2]=1. Reported procedure: A mixture of tert-butyl(S)-3-(4-(isoquinolin-6-yl)-1H-pyrazol-1-yl)-1-(4-(trifluoromethyl)phenyl)propan-2-ylcarbamate (90 mg, 0.18 mmol) and TFA (5.00 mL, 64 mmol) in DCM (5 mL) was stirred at room temperature for 2 hours. After concentration by vacuum distillation, the residue was purified by reverse-phase HPLC (Phenomenex Synergi 4m Max RP 80 A column, 150×21 mm, 20 mL/min, 10-95% CH3CN/H2O, 0.1% TFA, 10.5 minute gradient) to give the product as an off-white solid (41 mg, 57%). HRMS (TOF) Calc... Starting materials: CNCC(O)C(O)C(O)C(O)CO, CN(C)C=O, O=C1C(CCC(O)c2ccc(F)cc2)C(c2ccc(OCCCCCCCCI)cc2)N1c1ccc(F)cc1. Product: CN(CCCCCCCCOc1ccc(C2C(CCC(O)c3ccc(F)cc3)C(=O)N2c2ccc(F)cc2)cc1)CC(O)C(O)C(O)C(O)CO. As a reaction SMILES: [CH3:40][NH:41][CH2:42][CH:43]([CH:44]([CH:45]([CH:46]([CH2:47][OH:48])[OH:49])[OH:50])[OH:51])[OH:52].[CH3:53][N:54]([CH3:55])[CH:56]=[O:57].[F:1][c:2]1[cH:3][cH:4][c:5]([N:8]2[C:9](=[O:39])[CH:10]([CH2:28][CH2:29][CH:30]([OH:31])[c:32]3[cH:33][cH:34][c:35]([F:38])[cH:36][cH:37]3)[CH:11]2[c:12]2[cH:13][cH:14][c:15]([O:18][CH2:19][CH2:20][CH2:21][CH2:22][CH2:23][CH2:24][CH2:25][CH2:26][I:27])[cH:16][cH:17]2)[cH:6][cH:7]1>>[F:1][c:2]1[cH:3][cH:4][c:5]([N:8]2[C:9](=[O:39])[CH:10]([CH2:28][CH2:29][CH:30]([OH:31])[c:32]3[cH:33][cH:34][c:35]([F:38])[cH:36][cH:37]3)[CH:11]2[c:12]2[cH:13][cH:14][c:15]([O:18][CH2:19][CH2:20][CH2:21][CH2:22][CH2:23][CH2:24][CH2:25][CH2:26][N:41]([CH3:40])[CH2:42][CH:43]([CH:44]([CH:45]([CH:46]([CH2:47][OH:48])[OH:49])[OH:50])[OH:51])[OH:52])[cH:16][cH:17]2)[cH:6][cH:7]1. The reactants are C=C(CO)CCO[Si](C)(C)C(C)(C)C, CC[Zn]CC, [Cl-], ClCCl, [NH4+]. The product is CC(C)(C)[Si](C)(C)OCCC1(CO)CC1. As a reaction SMILES: [C:6]([CH3:7])([CH3:8])([CH3:9])[Si:10]([O:11][CH2:12][CH2:13][C:14]([CH2:15][OH:16])=[CH2:17])([CH3:18])[CH3:19].[CH2:1]([Zn:2][CH2:3][CH3:4])[CH3:5].[Cl-:20].[Cl:22][CH2:23][Cl:24].[NH4+:21]>>[CH2:1]1[C:14]([CH2:13][CH2:12][O:11][Si:10]([C:6]([CH3:7])([CH3:8])[CH3:9])([CH3:18])[CH3:19])([CH2:15][OH:16])[CH2:17]1. Starting materials: CCCN, CC(=O)O, COc1cccc2c1CCC(=O)C2, Cl. The product is CCCNC1CCc2c(cccc2OC)C1. RXN SMILES: [CH3:15][CH2:16][CH2:17][NH2:18].[CH3:19][C:20](=[O:21])[OH:22].[CH3:2][O:3][c:4]1[c:5]2[c:10]([cH:11][cH:12][cH:13]1)[CH2:9][C:8](=[O:14])[CH2:7][CH2:6]2.[ClH:1]>>[CH3:2][O:3][c:4]1[c:5]2[c:10]([cH:11][cH:12][cH:13]1)[CH2:9][CH:8]([NH:18][CH2:17][CH2:16][CH3:15])[CH2:7][CH2:6]2. The reactants are C(C1=CC=CC=C1)OC(CCC\C=C/CCC[C@H](C)N(CCO[Si](C)(C)C(C)(C)C)C(=O)OC(C)(C)C)=O ((5Z,10S)-(−)-N-tert-butoxycarbonyl-N-[2-tert-butyldimethylsilyloxyethyl]-10-amino-5-undecenoic acid benzyl ester), [F-].C(CCC)[N+](CCCC)(CCCC)CCCC (tetrabutylammonium fluoride). Run in C1CCOC1 (THF), C1CCOC1 (THF). Reaction conditions: time 16 hour. Product: C(C1=CC=CC=C1)OC(CCC\C=C/CCC[C@H](C)N(CCO)C(=O)OC(C)(C)C)=O ((5Z,10S)-N-tert-butoxycarbonyl-N-[2-hydroxyethyl]-10-amino-5-undecenoic acid benzyl ester). Yield: 94.4%. Reaction SMILES: [CH2:1]([O:8][C:9](=[O:38])[CH2:10][CH2:11][CH2:12]/[CH:13]=[CH:14]\[CH2:15][CH2:16][CH2:17][C@@H:18]([N:20]([C:31]([O:33][C:34]([CH3:37])([CH3:36])[CH3:35])=[O:32])[CH2:21][CH2:22][O:23][Si](C(C)(C)C)(C)C)[CH3:19])[C:2]1[CH:7]=[CH:6][CH:5]=[CH:4][CH:3]=1.[F-].C([N+](CCCC)(CCCC)CCCC)CCC>C1COCC1>[CH2:1]([O:8][C:9](=[O:38])[CH2:10][CH2:11][CH2:12]/[CH:13]=[CH:14]\[CH2:15][CH2:16][CH2:17][C@@H:18]([N:20]([C:31]([O:33][C:34]([CH3:37])([CH3:36])[CH3:35])=[O:32])[CH2:21][CH2:22][OH:23])[CH3:19])[C:2]1[CH:7]=[CH:6][CH:5]=[CH:4][CH:3]=1 |f:1.2|. Procedure details: To a stirred solution of (5Z,10S)-(−)-N-tert-butoxycarbonyl-N-[2-tert-butyldimethylsilyloxyethyl]-10-amino-5-undecenoic acid benzyl ester (8) (100 mg, 0.18 mmol) in 1 mL of THF was added 0.2 mL of a 1M THF solution of tetrabutylammonium fluoride. The mixture was stirred at rt for 16 h, then concentrated, and purified by flash chromatography (11 mm×6″ column, eluted with 20% v/v EtOAc/hexane) yielding 76 mg of the title compound (9) as a colorless oil (0.17 mmol, 97% yield). 1H NMR (conformeric m...